From a dataset of the Open Reaction Database (ORD), a public repository of structured organic reaction records. describe an organic reaction: reactants, conditions, products, and yield Starting materials: BrC1=C2C=NNC2=CC(=C1)C(=O)O (4-bromo-1H-indazole-6-carboxylic acid), B (borane). Yields the product BrC1=C2C=NNC2=CC(=C1)CO ((4-bromo-1H-indazol-6-yl)methanol). Yield: 88.1%. RXN SMILES: [Br:1][C:2]1[CH:10]=[C:9]([C:11](O)=[O:12])[CH:8]=[C:7]2[C:3]=1[CH:4]=[N:5][NH:6]2.B>>[Br:1][C:2]1[CH:10]=[C:9]([CH2:11][OH:12])[CH:8]=[C:7]2[C:3]=1[CH:4]=[N:5][NH:6]2. Procedure: According to the method of A52A, 4-bromo-1H-indazole-6-carboxylic acid (1 g, 4 mmol) was reacted with borane (6 ml, 6 mmol) to give the title compound as a pale yellow solid (800 mg, 88%). MS ESI [M+H]+, calcd for [C8H7BrN2O+H]+ 227.0, 229.0; found m/z 226.9, 228.9. Reactants: COc1ccc(C(C)C)cc1-c1ccc(C(F)(F)F)cc1CN(C(=O)OC(C)(C)C)C(C)C(N=[N+]=[N-])c1cc(C(F)(F)F)cc(C(F)(F)F)c1, ClCCl, O=C(O)C(F)(F)F. Product: COc1ccc(C(C)C)cc1-c1ccc(C(F)(F)F)cc1CNC(C)C(N=[N+]=[N-])c1cc(C(F)(F)F)cc(C(F)(F)F)c1. Reaction SMILES: [C:1]([O:2][C:3](=[O:4])[N:7]([CH2:8][c:9]1[c:10](-[c:19]2[c:20]([O:28][CH3:29])[cH:21][cH:22][c:23]([CH:25]([CH3:26])[CH3:27])[cH:24]2)[cH:11][cH:12][c:13]([C:15]([F:16])([F:17])[F:18])[cH:14]1)[CH:30]([CH:31]([c:32]1[cH:33][c:34]([C:42]([F:43])([F:44])[F:45])[cH:35][c:36]([C:38]([F:39])([F:40])[F:41])[cH:37]1)[N:46]=[N+:47]=[N-:48])[CH3:49])([CH3:5])([CH3:6])[CH3:50].[Cl:58][CH2:59][Cl:60].[F:51][C:52]([F:53])([F:54])[C:55]([OH:56])=[O:57]>>[NH:7]([CH2:8][c:9]1[c:10](-[c:19]2[c:20]([O:28][CH3:29])[cH:21][cH:22][c:23]([CH:25]([CH3:26])[CH3:27])[cH:24]2)[cH:11][cH:12][c:13]([C:15]([F:16])([F:17])[F:18])[cH:14]1)[CH:30]([CH:31]([c:32]1[cH:33][c:34]([C:42]([F:43])([F:44])[F:45])[cH:35][c:36]([C:38]([F:39])([F:40])[F:41])[cH:37]1)[N:46]=[N+:47]=[N-:48])[CH3:49]. Reactants: CCOc1ccc2cc(Br)ccc2c1, C1CCOC1, CI, O=Cc1cn(C(c2ccccc2)(c2ccccc2)c2ccccc2)cn1, [Cl-], [Mg], [NH4+], O. Yields the product CCOc1ccc2cc(C(O)c3cn(C(c4ccccc4)(c4ccccc4)c4ccccc4)cn3)ccc2c1. As a reaction SMILES: [Br:1][c:2]1[cH:3][c:4]2[cH:5][cH:6][c:7]([O:12][CH2:13][CH3:14])[cH:8][c:9]2[cH:10][cH:11]1.[CH2:46]1[O:47][CH2:48][CH2:49][CH2:50]1.[CH3:16][I:17].[CH:18](=[O:19])[c:20]1[n:21][cH:22][n:23]([C:25]([c:26]2[cH:27][cH:28][cH:29][cH:30][cH:31]2)([c:32]2[cH:33][cH:34][cH:35][cH:36][cH:37]2)[c:38]2[cH:39][cH:40][cH:41][cH:42][cH:43]2)[cH:24]1.[Cl-:44].[Mg:15].[NH4+:45].[OH2:51]>>[c:2]1([CH:18]([OH:19])[c:20]2[n:21][cH:22][n:23]([C:25]([c:26]3[cH:27][cH:28][cH:29][cH:30][cH:31]3)([c:32]3[cH:33][cH:34][cH:35][cH:36][cH:37]3)[c:38]3[cH:39][cH:40][cH:41][cH:42][cH:43]3)[cH:24]2)[cH:3][c:4]2[cH:5][cH:6][c:7]([O:12][CH2:13][CH3:14])[cH:8][c:9]2[cH:10][cH:11]1. The reactants are BrCC1CO1, O=C([O-])[O-], COc1cc2c(Oc3cc(C)c(C)nc3-c3ccc(C)cn3)ccnc2cc1O, CN(C)C=O, [K+], [K+]. The product is COc1cc2c(Oc3cc(C)c(C)nc3-c3ccc(C)cn3)ccnc2cc1OCC1CO1. RXN SMILES: [Br:36][CH2:37][CH:38]1[CH2:39][O:40]1.[C:30](=[O:31])([O-:32])[O-:33].[CH3:1][O:2][c:3]1[cH:4][c:5]2[c:6]([O:14][c:15]3[c:16](-[c:23]4[n:24][cH:25][c:26]([CH3:29])[cH:27][cH:28]4)[n:17][c:18]([CH3:22])[c:19]([CH3:21])[cH:20]3)[cH:7][cH:8][n:9][c:10]2[cH:11][c:12]1[OH:13].[CH3:41][N:42]([CH3:43])[CH:44]=[O:45].[K+:34].[K+:35]>>[CH3:1][O:2][c:3]1[cH:4][c:5]2[c:6]([O:14][c:15]3[c:16](-[c:23]4[n:24][cH:25][c:26]([CH3:29])[cH:27][cH:28]4)[n:17][c:18]([CH3:22])[c:19]([CH3:21])[cH:20]3)[cH:7][cH:8][n:9][c:10]2[cH:11][c:12]1[O:13][CH2:37][CH:38]1[CH2:39][O:40]1. Reactants: O=C([O-])CC1(N=C=S)CC(c2ccccc2)Oc2ccc(Br)cc21, C1CCOC1, CN, ClCCl. Yields the product CN1C(=O)CC2(CC(c3ccccc3)Oc3ccc(Br)cc32)NC1=S. Reaction SMILES: [Br:1][c:2]1[cH:3][c:4]2[c:9]([cH:10][cH:11]1)[O:8][CH:7]([c:12]1[cH:13][cH:14][cH:15][cH:16][cH:17]1)[CH2:6][C:5]2([N:18]=[C:19]=[S:20])[CH2:21][C:22](=[O:23])[O-:24].[CH2:30]1[O:31][CH2:32][CH2:33][CH2:34]1.[CH3:25][NH2:26].[Cl:27][CH2:28][Cl:29]>>[Br:1][c:2]1[cH:3][c:4]2[c:9]([cH:10][cH:11]1)[O:8][CH:7]([c:12]1[cH:13][cH:14][cH:15][cH:16][cH:17]1)[CH2:6][C:5]21[NH:18][C:19](=[S:20])[N:26]([CH3:25])[C:22](=[O:23])[CH2:21]1. Starting materials: N[C@@H]1COCC[C@H]1O (2-amino-1,5-anhydro-2,4-dideoxy-threo-pentitol), S=C1NC(SC1)=O (4-thioxo-1,3-thiazolidin-2-one). Solvent: C(C)O (ethanol). The product is O=C1SCC(=N1)N[C@@H]1COCC[C@H]1O (1,5-anhydro-2,4-dideoxy-2-[(2-oxo-2,5-dihydro-1,3-thiazol-4-yl)amino]-threo-pentitol). The yield is 49.7%. As a reaction SMILES: [NH2:1][C@H:2]1[C@H:7]([OH:8])[CH2:6][CH2:5][O:4][CH2:3]1.S=[C:10]1[CH2:14][S:13][C:12](=[O:15])[NH:11]1>C(O)C>[O:15]=[C:12]1[N:11]=[C:10]([NH:1][C@H:2]2[C@H:7]([OH:8])[CH2:6][CH2:5][O:4][CH2:3]2)[CH2:14][S:13]1. Reported procedure: To a solution of 2-amino-1,5-anhydro-2,4-dideoxy-threo-pentitol (1.09 g) in ethanol (100 mL) was added 4-thioxo-1,3-thiazolidin-2-one (1.28 g), and the mixture was heated under reflux for 15 hr. The reaction mixture was concentrated under reduced pressure, and the residue was purified by silica gel column chromatography (NH, ethyl acetate) to give the title compound (1.00 g).